This data is from the Open Reaction Database (ORD), a public repository of structured organic reaction records. The task is: describe an organic reaction: reactants, conditions, products, and yield Starting materials: [H-].[Na+] (sodium hydride), N\C(=C/C(=O)OCC)\C(F)(F)F (ethyl 3-amino-4,4,4-trifluorocrotonate), ClC1=CC(=C(C=C1OC(C)C)N=C=O)F (4-chloro-2-fluoro-5-isopropyloxyphenylisocyanate), [N+](=O)([O-])C1=C(ON)C=CC(=C1)[N+](=O)[O-] (2,4-dinitrophenoxyamine). The solvent is CN(C=O)C (N,N-dimethylformamide), CN(C=O)C (N,N-dimethylformamide), C1(=CC=CC=C1)C (toluene), CN(C=O)C (N,N-dimethylformamide). Run at time 15 minute. The product is NN1C(N(C(C=C1C(F)(F)F)=O)C1=C(C=C(C(=C1)OC(C)C)Cl)F)=O (1-Amino-3-(4-chloro-2-fluoro-5-isopropyloxyphenyl)-6-trifluoromethyl-1,2,3,4-tetrahydropyrimidine-2,4-dione), solid. RXN SMILES: [H-].[Na+].[NH2:3]/[C:4](/[C:11]([F:14])([F:13])[F:12])=[CH:5]\[C:6](OCC)=[O:7].[Cl:15][C:16]1[C:21]([O:22][CH:23]([CH3:25])[CH3:24])=[CH:20][C:19]([N:26]=[C:27]=[O:28])=[C:18]([F:29])[CH:17]=1.[N+:30](C1C=C([N+]([O-])=O)C=CC=1ON)([O-])=O>CN(C)C=O.C1(C)C=CC=CC=1>[NH2:30][N:3]1[C:4]([C:11]([F:14])([F:13])[F:12])=[CH:5][C:6](=[O:7])[N:26]([C:19]2[CH:20]=[C:21]([O:22][CH:23]([CH3:24])[CH3:25])[C:16]([Cl:15])=[CH:17][C:18]=2[F:29])[C:27]1=[O:28] |f:0.1|. Procedure details: A suspension of sodium hydride (10 g, 60% in oil) in N,N-dimethylformamide (30 ml) was stirred at 0° C. under nitrogen while a solution of ethyl 3-amino-4,4,4-trifluorocrotonate (4.5 g) in N,N-dimethylformamide (20 ml) was added dropwise. After stirring for 15 minutes, a solution of 4-chloro-2-fluoro-5-isopropyloxyphenylisocyanate (5.6 g) in toluene (25 ml) was added slowly at -35° C. The solution was stirred at room temperature for 2 hours and treated with a solution of 2,4-dinitrophenoxyamine ... Reactants: CO (methanol), CNC(=O)COC1=CC=C(C=C1)CC(C)NCC(C=1N=C(SC1)C(F)(F)F)O (N-[2-(4-methylaminocarbonylmethoxyphenyl)-1-methylethyl]-2-hydroxy-2-(2-trifluoromethyl-thiazol-4-yl)ethanamine), Cl (hydrochloric acid). Solvent: O1CCCC1 (tetrahydrofuran). The product is CNCCOC1=CC=C(C=C1)CC(C)NCC(C=1N=C(SC1)C(F)(F)F)O (N-[2-(4-(2-Methylaminoethoxy)phenyl)-1-methylethyl]-2-hydroxy-2-(2-trifluoromethyl-thiazol-4-yl)ethanamine). As a reaction SMILES: [CH3:1][NH:2][C:3]([CH2:5][O:6][C:7]1[CH:12]=[CH:11][C:10]([CH2:13][CH:14]([NH:16][CH2:17][CH:18]([OH:28])[C:19]2[N:20]=[C:21]([C:24]([F:27])([F:26])[F:25])[S:22][CH:23]=2)[CH3:15])=[CH:9][CH:8]=1)=O.CO.Cl>O1CCCC1>[CH3:1][NH:2][CH2:3][CH2:5][O:6][C:7]1[CH:8]=[CH:9][C:10]([CH2:13][CH:14]([NH:16][CH2:17][CH:18]([OH:28])[C:19]2[N:20]=[C:21]([C:24]([F:25])([F:27])[F:26])[S:22][CH:23]=2)[CH3:15])=[CH:11][CH:12]=1. Procedure: 1.2 ml of borane/dimethyl sulfide complex are added to a solution of 0.38 g of N-[2-(4-methylaminocarbonylmethoxyphenyl)-1-methylethyl]-2-hydroxy-2-(2-trifluoromethyl-thiazol-4-yl)ethanamine in 20 ml of absolute tetrahydrofuran, and the mixture is heated to reflux for three hours. The 4 ml of methanol are cautiously added dropwise to the reaction mixture, and the mixture is heated to reflux for one hour. After cooling to room temperature, ethereal hydrochloric acid is added. The resulting soluti... Yield: 79.0%. Starting materials: FC1=C(C2=CN(N=C2C=C1)C)[C@H]1[C@@H](C1)CNC(OC(C)(C)C)=O (tert-butyl {[(1R,2R)-2-(5-fluoro-2-methyl-2H-indazol-4-yl)cyclopropyl]methyl}carbamate), Cl.CO (hydrochloric acid methanol). Run at time 14 hour. Procedure: To a solution of tert-butyl {[(1R,2R)-2-(5-fluoro-2-methyl-2H-indazol-4-yl)cyclopropyl]methyl}carbamate (343 mg, 1.07 mmol) in methanol (1 mL) was added hydrochloric acid-methanol reagent (manufactured by TCI, 3 mL) solution, and the mixture was stirred at room temperature for 14 hr. The solvent was concentrated under reduced pressure and the obtained crystals were washed with ethyl acetate to give the title compound (246 mg, yield 79%). The product is Cl.Cl.FC1=C(C2=CN(N=C2C=C1)C)[C@H]1[C@@H](C1)CN (1-[(1R,2R)-2-(5-fluoro-2-methyl-2H-indazol-4-yl)cyclopropyl]methanamine dihydrochloride). As a reaction SMILES: [F:1][C:2]1[CH:10]=[CH:9][C:8]2[C:4](=[CH:5][N:6]([CH3:11])[N:7]=2)[C:3]=1[C@@H:12]1[CH2:14][C@H:13]1[CH2:15][NH:16]C(=O)OC(C)(C)C.[ClH:24].CO>CO>[ClH:24].[ClH:24].[F:1][C:2]1[CH:10]=[CH:9][C:8]2[C:4](=[CH:5][N:6]([CH3:11])[N:7]=2)[C:3]=1[C@@H:12]1[CH2:14][C@H:13]1[CH2:15][NH2:16] |f:1.2,4.5.6|. The solvent is CO (methanol). Starting materials: C(CCC)(=O)Cl (butyryl chloride), NC1=NC=CC(=C1)C(Cl)(Cl)Cl (2-amino -4-trichloromethylpyridine), Cl (hydrochloric acid). Run in N1=CC=CC=C1 (pyridine). Conditions: temperature 25 celsius, time 3 hour. The product is C(CCC)(=O)NC1=NC=CC(=C1)C(Cl)(Cl)Cl (2-Butyrylamino-4-trichloromethylpyridine). The yield is 90.2%. Reaction SMILES: [C:1](Cl)(=[O:5])[CH2:2][CH2:3][CH3:4].[NH2:7][C:8]1[CH:13]=[C:12]([C:14]([Cl:17])([Cl:16])[Cl:15])[CH:11]=[CH:10][N:9]=1.Cl>N1C=CC=CC=1>[C:1]([NH:7][C:8]1[CH:13]=[C:12]([C:14]([Cl:15])([Cl:17])[Cl:16])[CH:11]=[CH:10][N:9]=1)(=[O:5])[CH2:2][CH2:3][CH3:4]. Procedure: 7.3 ml (0.07 mol) of butyryl chloride were added to 10.6 g (0.05 mol) of 2-amino -4-trichloromethylpyridine and 70 ml of pyridine at 0° C. while cooling with ice. After stirring for three hours at 25° C., the reaction mixture was added to 5% strength hydrochloric acid and this mixture was extracted with ether. 12.7 g (90%) of the product wre obtained from the organic phase. Mp.: 88°-90° C., Active ingredient Example 1.003 The reactants are BrCC(=O)C1=CC=CC=C1 (bromoacetophenone), C(=O)([O-])[O-].[K+].[K+] (K2CO3), SC1=C(C(=O)O)C=CC=C1 (2-mercaptobenzoic acid). Solvent: C(C)O (ethanol). The product is C(=O)(O)C1=CC=C(C=C1)C(CSC1=C(C(=O)O)C=CC=C1)=O (2-{[2-(4-carboxyphenyl)-2-oxoethyl]thio}benzoic acid). As a reaction SMILES: Br[CH2:2][C:3]([C:5]1[CH:10]=[CH:9][CH:8]=[CH:7][CH:6]=1)=[O:4].[C:11]([O-:14])([O-:13])=O.[K+].[K+].[SH:17][C:18]1[CH:26]=[CH:25][CH:24]=[CH:23][C:19]=1[C:20]([OH:22])=[O:21]>C(O)C>[C:11]([C:8]1[CH:9]=[CH:10][C:5]([C:3](=[O:4])[CH2:2][S:17][C:18]2[CH:26]=[CH:25][CH:24]=[CH:23][C:19]=2[C:20]([OH:22])=[O:21])=[CH:6][CH:7]=1)([OH:14])=[O:13] |f:1.2.3|. Procedure: To bromoacetophenone (394.09 mg, 1.62 mmole) and anhydrous K2CO3 (896 mg, 6.48 mmole) in ethanol (20 ml), 250 mg (1.62 mmole) 2-mercaptobenzoic acid was added and the mixture refluxed overnight. The solvent was evaporated and water added to the solid residue. The aqueous layer was acidified to yield a precipitate which was filtered and dried (487 mg). m/z 315 (M−1)+. 1HNMR (DMSO) δ 4.75 (s, 2H, —CH2-), 7.22 (1H, t, ArH), 7.47 (2H, t, 2×ArH), 7.87 (1H, d, ArH), 8.06 (2H, d, 2×ArH), 8.15 (2H, d, 2... The reactants are Oc1ccc2cc(-c3oc4ccccc4c3CCC3CCCC3)ccc2c1Br, N#CCBr, O=C([O-])[O-], CC(C)=O, [Cs+], [Cs+]. The product is N#CCOc1ccc2cc(-c3oc4ccccc4c3CCC3CCCC3)ccc2c1Br. Reaction SMILES: [Br:1][c:2]1[c:3]([OH:28])[cH:4][cH:5][c:6]2[cH:7][c:8](-[c:12]3[o:13][c:14]4[c:15]([c:16]3[CH2:17][CH2:18][CH:19]3[CH2:20][CH2:21][CH2:22][CH2:23]3)[cH:24][cH:25][cH:26][cH:27]4)[cH:9][cH:10][c:11]12.[Br:35][CH2:36][C:37]#[N:38].[C:29](=[O:30])([O-:31])[O-:32].[CH3:39][C:40](=[O:41])[CH3:42].[Cs+:33].[Cs+:34]>>[Br:1][c:2]1[c:3]([O:28][CH2:36][C:37]#[N:38])[cH:4][cH:5][c:6]2[cH:7][c:8](-[c:12]3[o:13][c:14]4[c:15]([c:16]3[CH2:17][CH2:18][CH:19]3[CH2:20][CH2:21][CH2:22][CH2:23]3)[cH:24][cH:25][cH:26][cH:27]4)[cH:9][cH:10][c:11]12.